This data is from the Open Reaction Database (ORD), a public repository of structured organic reaction records. The task is: describe an organic reaction: reactants, conditions, products, and yield The product is Cc1ccc(S(=O)(=O)C(NC(=O)OC(C)(C)C)c2cccc3cccnc23)cc1. The reactants are CC(C)(C)OC(N)=O, CC#N, C[Si](C)(C)Cl, [Na+], O, Cc1ccc(S(=O)(=O)[O-])cc1, O=Cc1cccc2cccnc12. Reaction SMILES: [C:13]([NH2:14])([O:15][C:16]([CH3:17])([CH3:18])[CH3:19])=[O:20].[CH3:38][C:39]#[N:40].[Cl:33][Si:34]([CH3:35])([CH3:36])[CH3:37].[Na+:32].[OH2:41].[c:21]1([CH3:31])[cH:22][cH:23][c:24]([S:27](=[O:28])(=[O:29])[O-:30])[cH:25][cH:26]1.[n:1]1[cH:2][cH:3][cH:4][c:5]2[cH:6][cH:7][cH:8][c:9]([CH:11]=[O:12])[c:10]12>>[n:1]1[cH:2][cH:3][cH:4][c:5]2[cH:6][cH:7][cH:8][c:9]([CH:11]([NH:14][C:13]([O:15][C:16]([CH3:17])([CH3:18])[CH3:19])=[O:20])[S:27]([c:24]3[cH:23][cH:22][c:21]([CH3:31])[cH:26][cH:25]3)(=[O:28])=[O:29])[c:10]12. The reactants are CC#N, O=C(Cl)CCCCC1CCCCC1, C1CCC(NC2CCCCC2)CC1, ClCCl. Yields the product C1CCC([NH2+]C2CCCCC2)CC1, [Cl-]. RXN SMILES: [CH3:27][C:28]#[N:29].[CH:14]1([CH2:15][CH2:16][CH2:17][CH2:18][C:19](=[O:20])[Cl:26])[CH2:21][CH2:22][CH2:23][CH2:24][CH2:25]1.[CH:1]1([NH:7][CH:8]2[CH2:9][CH2:10][CH2:11][CH2:12][CH2:13]2)[CH2:2][CH2:3][CH2:4][CH2:5][CH2:6]1.[Cl:30][CH2:31][Cl:32]>>[CH:1]1([NH2+:7][CH:8]2[CH2:9][CH2:10][CH2:11][CH2:12][CH2:13]2)[CH2:2][CH2:3][CH2:4][CH2:5][CH2:6]1.[Cl-:26]. Starting materials: C(C)(=O)OCC (ethyl acetate), [N+](=O)([O-])C=1C=C(C(=O)OCCCCCCOC(\C=C\C2=CC=C(C=C2)OC(C2=CC=C(C=C2)OCCCC(F)(F)F)=O)=O)C=C(C1OCCCCCCOC(\C=C\C1=CC=C(C=C1)OC(C1=CC=C(C=C1)OCCCC(F)(F)F)=O)=O)[N+](=O)[O-] (6-{[((2E)-3-{4-[(4-(4,4,4-trifluorobutoxy)benzoyl)oxy]phenyl}prop-2-enoyl)oxy]}hexyl 3,5-dinitro-4-[6-{[((2E)-3-{4-[(4-(4,4,4-trifluorobutoxy)benzoyl) oxy]phenyl}prop-2-enoyl)oxy]}hexyloxy]benzoate), ferric chloride hexahydrate. Reagents/catalysts: [Zn] (Zinc). Run in CN(C=O)C (N,N-dimethylformamide), O (water). Yields the product NC=1C=C(C(=O)OCCCCCCOC(\C=C\C2=CC=C(C=C2)OC(C2=CC=C(C=C2)OCCCC(F)(F)F)=O)=O)C=C(C1OCCCCCCOC(\C=C\C1=CC=C(C=C1)OC(C1=CC=C(C=C1)OCCCC(F)(F)F)=O)=O)N (6-{[((2E)-3-{4-[(4-(4,4,4-trifluorobutoxy)benzoyl)oxy]phenyl}prop-2-enoyl)oxy]}hexyl 3,5-Diamino-4-[6-{[((2E)-3-{4-[(4-(4,4,4-trifluorobutoxy)benzoyl)oxy]phenyl}prop-2-enoyl)oxy]}hexyloxy]benzoate). Yield: 0.1%. RXN SMILES: [N+:1]([C:4]1[CH:5]=[C:6]([CH:44]=[C:45]([N+:82]([O-])=O)[C:46]=1[O:47][CH2:48][CH2:49][CH2:50][CH2:51][CH2:52][CH2:53][O:54][C:55](=[O:81])/[CH:56]=[CH:57]/[C:58]1[CH:63]=[CH:62][C:61]([O:64][C:65](=[O:80])[C:66]2[CH:71]=[CH:70][C:69]([O:72][CH2:73][CH2:74][CH2:75][C:76]([F:79])([F:78])[F:77])=[CH:68][CH:67]=2)=[CH:60][CH:59]=1)[C:7]([O:9][CH2:10][CH2:11][CH2:12][CH2:13][CH2:14][CH2:15][O:16][C:17](=[O:43])/[CH:18]=[CH:19]/[C:20]1[CH:25]=[CH:24][C:23]([O:26][C:27](=[O:42])[C:28]2[CH:33]=[CH:32][C:31]([O:34][CH2:35][CH2:36][CH2:37][C:38]([F:41])([F:40])[F:39])=[CH:30][CH:29]=2)=[CH:22][CH:21]=1)=[O:8])([O-])=O.C(OCC)(=O)C>CN(C)C=O.O.[Zn]>[NH2:1][C:4]1[CH:5]=[C:6]([CH:44]=[C:45]([NH2:82])[C:46]=1[O:47][CH2:48][CH2:49][CH2:50][CH2:51][CH2:52][CH2:53][O:54][C:55](=[O:81])/[CH:56]=[CH:57]/[C:58]1[CH:63]=[CH:62][C:61]([O:64][C:65](=[O:80])[C:66]2[CH:71]=[CH:70][C:69]([O:72][CH2:73][CH2:74][CH2:75][C:76]([F:77])([F:78])[F:79])=[CH:68][CH:67]=2)=[CH:60][CH:59]=1)[C:7]([O:9][CH2:10][CH2:11][CH2:12][CH2:13][CH2:14][CH2:15][O:16][C:17](=[O:43])/[CH:18]=[CH:19]/[C:20]1[CH:21]=[CH:22][C:23]([O:26][C:27](=[O:42])[C:28]2[CH:33]=[CH:32][C:31]([O:34][CH2:35][CH2:36][CH2:37][C:38]([F:40])([F:39])[F:41])=[CH:30][CH:29]=2)=[CH:24][CH:25]=1)=[O:8]. Procedure details: 7.70 g (6.5 mol) of 6-{[((2E)-3-{4-[(4-(4,4,4-trifluorobutoxy)benzoyl)oxy]phenyl}prop-2-enoyl)oxy]}hexyl 3,5-dinitro-4-[6-{[((2E)-3-{4-[(4-(4,4,4-trifluorobutoxy)benzoyl) oxy]phenyl}prop-2-enoyl)oxy]}hexyloxy]benzoate are dissolved in a mixture of 90 ml of N,N-dimethylformamide and 7 ml water. 10.6 g (39.2 mmol) ferric chloride hexahydrate are added. 4.27 g (65.36 mmol) Zinc powder are added portionwise within 40 min. The mixture is allowed to react for 2 hours. The reaction mixture is then part... Reactants: CN1CCCC1=O, ClCCl, Clc1cnc2[nH]ccc2n1, ClI, c1ccncc1. Product: Clc1cnc2[nH]cc(I)c2n1. Reaction SMILES: [CH3:16][N:17]1[CH2:18][CH2:19][CH2:20][C:21]1=[O:22].[Cl:3][CH2:4][Cl:5].[Cl:6][c:7]1[n:8][c:9]2[c:10]([n:11][cH:12]1)[nH:13][cH:14][cH:15]2.[I:1][Cl:2].[cH:23]1[cH:24][cH:25][n:26][cH:27][cH:28]1>>[I:1][c:15]1[c:9]2[n:8][c:7]([Cl:6])[cH:12][n:11][c:10]2[nH:13][cH:14]1. The reactants are C1=CC(=CC(=C1)Cl)C(=O)OO (mCPBA), C(C)(C)(C)C=1C=C(C=C(C1O)C(C)(C)C)C(CSC)=O (1-(3,5-di-t-butyl-4-hydroxyphenyl)-2-(methylsulfanyl)ethanone), C([O-])(O)=O (bicarbonate). Run in C(Cl)Cl (CH2Cl2). Run at time 1.75 hour. Yields the product C(C)(C)(C)C=1C=C(C=C(C1O)C(C)(C)C)C(CS(=O)C)=O (1-(3,5-di-t-butyl-4-hydroxyphenyl)-2-(methylsulfinyl)ethanone). RXN SMILES: [C:1]([C:5]1[CH:6]=[C:7]([C:16](=[O:20])[CH2:17][S:18][CH3:19])[CH:8]=[C:9]([C:12]([CH3:15])([CH3:14])[CH3:13])[C:10]=1[OH:11])([CH3:4])([CH3:3])[CH3:2].C1C=C(Cl)C=C(C(OO)=[O:29])C=1.C(=O)(O)[O-]>C(Cl)Cl>[C:12]([C:9]1[CH:8]=[C:7]([C:16](=[O:20])[CH2:17][S:18]([CH3:19])=[O:29])[CH:6]=[C:5]([C:1]([CH3:2])([CH3:3])[CH3:4])[C:10]=1[OH:11])([CH3:13])([CH3:14])[CH3:15]. Procedure details: 1-(3,5-di-t-butyl-4-hydroxyphenyl)-2-(methylsulfanyl)ethanone (15.00 g, 50.94 mmol) is dissolved in CH2Cl2 (100 mL) in a flame-dried flask under argon then cooled in an ice/H2O bath. mCPBA (85%, 10.45 g, 51.47 mmol) is added carefully, generating some gas evolution of H2. The reaction is stirred for 1.75 h while maintaining the bath temperature until the last 20 minutes when the bath is allowed to warm. The reaction is then poured into saturated bicarbonate, separated and extracted with 2× CH2Cl... The reactants are O1CC(CCC1)=O (dihydro-2H-pyran-3(4H)-one), II (iodine), O1[C@H](CCC1)CN ((R)-(tetrahydrofuran-2-yl)methanamine), [S-]C#N.[K+] (potassium thiocyanate). The product is O1[C@H](CCC1)CN1C(SC2=C1COCC2)=N ((R)-3-((tetrahydrofuran-2-yl)methyl)-3,4,6,7-tetrahydro-2H-pyrano[3,4-d]thiazol-2-imine). Reaction SMILES: [O:1]1[CH2:6][CH2:5][CH2:4][C:3](=O)[CH2:2]1.[O:8]1[CH2:12][CH2:11][CH2:10][C@@H:9]1[CH2:13][NH2:14].[S-:15][C:16]#[N:17].[K+].II>>[O:8]1[CH2:12][CH2:11][CH2:10][C@@H:9]1[CH2:13][N:14]1[C:3]2[CH2:2][O:1][CH2:6][CH2:5][C:4]=2[S:15][C:16]1=[NH:17] |f:2.3|. Reported procedure: Commercially available dihydro-2H-pyran-3(4H)-one (Small Molecules Inc), (R)-(tetrahydrofuran-2-yl)methanamine (Aldrich), potassium thiocyanate (Aldrich) and iodine (Aldrich) were processed using the method described in Example 315A to afford the title compound. LCMS (ESI+) m/z 241 (M+H)+. Starting materials: C(=O)([O-])[O-].[K+].[K+] (K2CO3), C(Cl)(Cl)Cl (CHCl3), C1(CCCC1)N1N=C(C(=C1N)C(=O)N)CC (1-cyclopentyl-3-ethyl-5-amino-1H-pyrazole-4-carboxamide), C(C)OC1=C(C=O)C=CC=C1 (o-ethoxybenzaldehyde), xylenes. Reagents/catalysts: CS(=O)(=O)O (methanesulfonic acid). Run in C(Cl)Cl (CH2Cl2). The product is C1(CCCC1)N1NC(=C2C1=NC(=NC2=O)C2=C(C=CC=C2)OCC)CC (1-cyclopentyl-3-ethyl-6-(2-ethoxyphenyl)-pyrazolo[3,4-d]pyrimidin-4-one). Yield: 44.5%. RXN SMILES: [CH:1]1([N:6]2[C:10]([NH2:11])=[C:9]([C:12]([NH2:14])=[O:13])[C:8]([CH2:15][CH3:16])=[N:7]2)[CH2:5][CH2:4][CH2:3][CH2:2]1.[CH2:17]([O:19][C:20]1[CH:27]=[CH:26][CH:25]=[CH:24][C:21]=1[CH:22]=O)[CH3:18].C([O-])([O-])=O.[K+].[K+].C(Cl)(Cl)Cl>CS(O)(=O)=O.C(Cl)Cl>[CH:1]1([N:6]2[C:10]3=[N:11][C:22]([C:21]4[CH:24]=[CH:25][CH:26]=[CH:27][C:20]=4[O:19][CH2:17][CH3:18])=[N:14][C:12](=[O:13])[C:9]3=[C:8]([CH2:15][CH3:16])[NH:7]2)[CH2:2][CH2:3][CH2:4][CH2:5]1 |f:2.3.4|. Reported procedure: A mixture of 1-cyclopentyl-3-ethyl-5-amino-1H-pyrazole-4-carboxamide (2.0 g, 9 mmol), o-ethoxybenzaldehyde (2.7 g, 18 mmol), methanesulfonic acid (5 drops), and xylenes (50 ml) was refluxed for 48 hours. The reaction mixture was stripped to dryness, and treated with 10% K2CO3 and CHCl3 (100 ml). The layers were separated and the aqueous layer was extracted with chloroform (2×100 ml). The organic layers were combined, and concentrated in vacuo. The dark oil thus obtained was dissolved in CH2Cl2 (... The reactants are aqueous solution, NaH2PO4, OP(=O)(O)O (H3PO4), NCCCO (3-Aminopropanol), C1CC(=O)N(C1=O)OC(=O)CCSSC2=CC=CC=N2 (SPDP). Solvent: C(Cl)Cl (CH2Cl2), CC(C)O (2-propanol), C(Cl)Cl (CH2Cl2). Conditions: time 1.25 hour. Yields the product N1=C(C=CC=C1)SSO (Pyridyldithio-Alcohol). As a reaction SMILES: NCCC[OH:5].C1C(=O)N(OC(CC[S:18][S:19][C:20]2[N:25]=[CH:24][CH:23]=[CH:22][CH:21]=2)=O)C(=O)C1.OP(O)(O)=O>C(Cl)Cl.CC(O)C>[N:25]1[CH:24]=[CH:23][CH:22]=[CH:21][C:20]=1[S:19][S:18][OH:5]. Procedure: 3-Aminopropanol (0.76 ml, 10 mmol) was dissolved in a mixture of CH2Cl2 (5 ml) and 2-propanol (3 ml) and cooled in an ice bath. A solution of SPDP (1.23 g, 3.9 mmol) in CH2Cl2 (2 ml) was added dropwise in ca. 1 min. The mixture was stirred in the cooling bath for 1.25 h, and a 13% aqueous solution of NaH2PO4 (15 ml) and 85% H3PO4 (0.5 ml) were added. The products were extracted with ethyl acetate (2×30 ml), the organic layers were washed with 13% NaH2PO4, 15% KHCO3 and dried in vacuo. The crude ... The reactants are CC(=O)[O-], CC(=O)O, FC(F)(F)c1ccc(-c2cc(C(F)(F)F)n3cncc3n2)cc1, ClI, [Na+], O. The product is FC(F)(F)c1ccc(-c2cc(C(F)(F)F)n3cnc(I)c3n2)cc1. Reaction SMILES: [CH3:25][C:26](=[O:27])[O-:28].[CH3:31][C:32](=[O:33])[OH:34].[F:1][C:2]([c:3]1[cH:4][c:5](-[c:12]2[cH:13][cH:14][c:15]([C:18]([F:19])([F:20])[F:21])[cH:16][cH:17]2)[n:6][c:7]2[n:8]1[cH:9][n:10][cH:11]2)([F:22])[F:23].[I:29][Cl:30].[Na+:24].[OH2:35]>>[F:1][C:2]([c:3]1[cH:4][c:5](-[c:12]2[cH:13][cH:14][c:15]([C:18]([F:19])([F:20])[F:21])[cH:16][cH:17]2)[n:6][c:7]2[n:8]1[cH:9][n:10][c:11]2[I:29])([F:22])[F:23]. The reactants are O=C([O-])[O-], CC(=O)[O-], CC(=O)[O-], CC(=O)[O-], CC(=O)[O-], Cc1ccccc1, OC(c1ccccc1)C(O)c1nnn(-c2cccc(Cl)c2)n1, [K+], [K+], [Pb+4]. Product: O=Cc1nnn(-c2cccc(Cl)c2)n1. Reaction SMILES: [C:23](=[O:24])([O-:25])[O-:26].[C:29]([O-:30])(=[O:31])[CH3:32].[C:34]([O-:35])(=[O:36])[CH3:37].[C:38]([O-:39])(=[O:40])[CH3:41].[C:42]([O-:43])(=[O:44])[CH3:45].[CH3:46][c:47]1[cH:48][cH:49][cH:50][cH:51][cH:52]1.[Cl:1][c:2]1[cH:3][c:4](-[n:8]2[n:9][c:10]([CH:13]([CH:14]([c:15]3[cH:16][cH:17][cH:18][cH:19][cH:20]3)[OH:21])[OH:22])[n:11][n:12]2)[cH:5][cH:6][cH:7]1.[K+:27].[K+:28].[Pb+4:33]>>[Cl:1][c:2]1[cH:3][c:4](-[n:8]2[n:9][c:10]([CH:13]=[O:22])[n:11][n:12]2)[cH:5][cH:6][cH:7]1.